Dataset: the Open Reaction Database (ORD), a public repository of structured organic reaction records. Task: describe an organic reaction: reactants, conditions, products, and yield The product is Cl, CCc1c(-c2ccccc2)ncnc1N(CC)CC. Reactants: CCNCC, CCO, ClC(Cl)Cl, CCc1c(Cl)ncnc1-c1ccccc1. Reaction SMILES: [CH2:19]([CH3:20])[NH:21][CH2:22][CH3:23].[CH3:1][CH2:2][OH:3].[CH:24]([Cl:25])([Cl:26])[Cl:27].[Cl:4][c:5]1[n:6][cH:7][n:8][c:9](-[c:13]2[cH:14][cH:15][cH:16][cH:17][cH:18]2)[c:10]1[CH2:11][CH3:12]>>[ClH:4].[c:5]1([N:21]([CH2:19][CH3:20])[CH2:22][CH3:23])[n:6][cH:7][n:8][c:9](-[c:13]2[cH:14][cH:15][cH:16][cH:17][cH:18]2)[c:10]1[CH2:11][CH3:12]. Reactants: O (water), S1CCN(CC1)C1=NC(=CC2=C(C=CC=C12)Cl)Cl (1-thiomorpholino-3,5-dichloro-isoquinoline), N1CCNCC1 (piperazine), Cl (hydrochloride). The solvent is C1(=CC=CC=C1)OC1=CC=CC=C1 (diphenyl ether). Yields the product S1CCN(CC1)C1=NC(=CC2=C(C=CC=C12)Cl)N1CCNCC1 (1-Thiomorpholino-3-piperazino-5-chloro-isoquinoline). The yield is 97.0%. Reaction SMILES: [S:1]1[CH2:6][CH2:5][N:4]([C:7]2[C:16]3[C:11](=[C:12]([Cl:17])[CH:13]=[CH:14][CH:15]=3)[CH:10]=[C:9](Cl)[N:8]=2)[CH2:3][CH2:2]1.[NH:19]1[CH2:24][CH2:23][NH:22][CH2:21][CH2:20]1.Cl.O>C1(OC2C=CC=CC=2)C=CC=CC=1>[S:1]1[CH2:6][CH2:5][N:4]([C:7]2[C:16]3[C:11](=[C:12]([Cl:17])[CH:13]=[CH:14][CH:15]=3)[CH:10]=[C:9]([N:19]3[CH2:24][CH2:23][NH:22][CH2:21][CH2:20]3)[N:8]=2)[CH2:3][CH2:2]1. Procedure: 1-Thiomorpholino-3-piperazino-5-chloro-isoquinoline was prepared analogous to Example 3 from 1-thiomorpholino-3,5-dichloro-isoquinoline and piperazine by heating in diphenyl ether at 200°C. M.p. of its hydrochloride: 273°-275°C (from water); yield: 97% of theory.